Dataset: the Open Reaction Database (ORD), a public repository of structured organic reaction records. Task: describe an organic reaction: reactants, conditions, products, and yield The reactants are CC[C@H](C)C(=O)O[C@H]1C[C@@H](C=C2[C@H]1[C@H]([C@H](C=C2)C)CC[C@H](C[C@H](CC(=O)O)O)O)O (pravastatin), C1(CCCCC1)N=C=NC1CCCCC1 (dicyclohexylcarbodiimide), ON1C(CCC1=O)=O (N-hydroxysuccinimide). Run in CN(C=O)C (dimethylformamide). Reaction conditions: time 16 hour. Yields the product CC(C(=O)OC1CC(C=C2C=CC(C(C12)CCC1OC(CC(C1)O)=O)C)O)CC (2-Methylbutanoic acid, 1,2,3,7,8,8a-hexahydro-3-hydroxy-7-methyl-8-[2-(tetrahydro-4-hydroxy-6-oxo-2H-pyran-2-yl)ethyl]-1-naphthalenyl ester). The yield is 71.1%. RXN SMILES: [CH3:1][CH2:2][C@@H:3]([C:5]([O:7][C@@H:8]1[C@@H:13]2[C@@H:14]([CH2:19][CH2:20][C@@H:21](O)[CH2:22][C@@H:23]([OH:28])[CH2:24][C:25]([OH:27])=[O:26])[C@@H:15]([CH3:18])[CH:16]=[CH:17][C:12]2=[CH:11][C@@H:10]([OH:30])[CH2:9]1)=[O:6])[CH3:4].C1(N=C=NC2CCCCC2)CCCCC1.ON1C(=O)CCC1=O>CN(C)C=O>[CH3:4][CH:3]([CH2:2][CH3:1])[C:5]([O:7][CH:8]1[CH:13]2[C:12]([CH:17]=[CH:16][CH:15]([CH3:18])[CH:14]2[CH2:19][CH2:20][CH:21]2[CH2:22][CH:23]([OH:28])[CH2:24][C:25](=[O:26])[O:27]2)=[CH:11][CH:10]([OH:30])[CH2:9]1)=[O:6]. Procedure details: To a dry 100 ml round-bottomed flask equipped with a stir bar and CaSO4 drying tube was added 3.32 g (7.44 mmol) of pravastatin, 3.47 g (16.8 mmol) of dicyclohexylcarbodiimide (DCC), 1.93 g (16.8 mmol) of N-hydroxysuccinimide and 50 ml of dry dimethylformamide (DMF) (distilled from CaO) and the mixture stirred at room temperature for 16 hours. The resulting suspension was filtered and the filtrate evaporated at 30° C. under reduced pressure. The residue was taken up in 50 ml of 20:1 CHCl3 :MeOH,... Reactants: CCCCCC1CCC(=O)CC1, Fc1cc(Br)ccc1-c1ccccc1. The product is CCCCCC1CCC(c2ccc(-c3ccccc3)c(F)c2)CC1. Reaction SMILES: [CH2:15]([CH2:16][CH2:17][CH2:18][CH3:19])[CH:20]1[CH2:21][CH2:22][C:23](=[O:26])[CH2:24][CH2:25]1.[F:1][c:2]1[c:3](-[c:9]2[cH:10][cH:11][cH:12][cH:13][cH:14]2)[cH:4][cH:5][c:6]([Br:8])[cH:7]1>>[F:1][c:2]1[c:3](-[c:9]2[cH:10][cH:11][cH:12][cH:13][cH:14]2)[cH:4][cH:5][c:6]([CH:23]2[CH2:22][CH2:21][CH:20]([CH2:15][CH2:16][CH2:17][CH2:18][CH3:19])[CH2:25][CH2:24]2)[cH:7]1. Reactants: C1(=CC=C(C=C1)S(=O)(=O)O)C.N1=CC=CC=C1 (Pyridine toluene-4-sulphonate), C1(=CC=CC=C1)C#CCCCCCOC1OCCCC1 (2-(7-phenylhept-6-ynyloxy)tetrahydro-2H-pyrane). Solvent: CO (methanol). Reaction conditions: temperature 55 celsius. Yields the product C1(=CC=CC=C1)C#CCCCCCO (7-phenylhept-6-yn-1-ol). The yield is 96.7%. Reaction SMILES: C1(C)C=CC(S(O)(=O)=O)=CC=1.N1C=CC=CC=1.[C:18]1([C:24]#[C:25][CH2:26][CH2:27][CH2:28][CH2:29][CH2:30][O:31]C2CCCCO2)[CH:23]=[CH:22][CH:21]=[CH:20][CH:19]=1>CO>[C:18]1([C:24]#[C:25][CH2:26][CH2:27][CH2:28][CH2:29][CH2:30][OH:31])[CH:23]=[CH:22][CH:21]=[CH:20][CH:19]=1 |f:0.1|. Reported procedure: Pyridine toluene-4-sulphonate (0.75 g, 3 mmol) was added to a magnetically stirred solution of 2-(7-phenylhept-6-ynyloxy)-tetrahydro-2H-pyrane (7) (13.62 g, 50 mmol) in dry methanol (300 mL). The reaction mixture was stirred at 55° C. and monitored by TLC. When all the base material had been converted, methanol was distilled out on a rotary evaporator and water (200 mL) was added to the residue. The aqueous phase was extracted with petroleum ether (boiling point 40-60° C.)/Et2O 1:1 (5×50 mL). Th... Starting materials: ice, C1(CCCCC1)NCCO (N-cyclohexylethanolamine), C(C)(C)(C)OC(=O)NC(CCC(=O)O)C1CCCCC1 (4-tert-butoxycarbonylamino-4-cyclohexyl-butyric acid), C=1C=CC2=C(C1)N=NN2O (HOBT), TEA, CNC(CCNC)N=C=NCC (1,3-dimethylamino propyl-3-ethylcarbodiimide). The solvent is CCOC(=O)C (EtOAc), C(Cl)Cl (DCM). Reaction conditions: time 8 hour. The product is C(C)(C)(C)OC(NC(CCC(N(CCO)C1CCCCC1)=O)C1CCCCC1)=O ({1-cyclohexyl-3-[cyclohexyl-(2-hydroxy-ethyl)-carbamoyl]-propyl}-carbamic acid tert-butyl ester). RXN SMILES: [CH:1]1([NH:7][CH2:8][CH2:9][OH:10])[CH2:6][CH2:5][CH2:4][CH2:3][CH2:2]1.[C:11]([O:15][C:16]([NH:18][CH:19]([CH:25]1[CH2:30][CH2:29][CH2:28][CH2:27][CH2:26]1)[CH2:20][CH2:21][C:22](O)=[O:23])=[O:17])([CH3:14])([CH3:13])[CH3:12].C1C=CC2N(O)N=NC=2C=1.CNC(N=C=NCC)CCNC>C(Cl)Cl.CCOC(C)=O>[C:11]([O:15][C:16](=[O:17])[NH:18][CH:19]([CH:25]1[CH2:30][CH2:29][CH2:28][CH2:27][CH2:26]1)[CH2:20][CH2:21][C:22](=[O:23])[N:7]([CH:1]1[CH2:6][CH2:5][CH2:4][CH2:3][CH2:2]1)[CH2:8][CH2:9][OH:10])([CH3:14])([CH3:12])[CH3:13]. Procedure: To an ice cooled solution of N-cyclohexylethanolamine (0.55 g, 3.9 mmol) and 4-tert-butoxycarbonylamino-4-cyclohexyl-butyric acid (1.0 g, 3.5 mol), in DCM (200 mL), HOBT (0.62 g, 4.5 mmol) and TEA (1.0 mL) were added followed by addition of 1,3-dimethylamino propyl-3-ethylcarbodiimide (EDC, 0.87 g, 4.5 mmol). The reaction mixture was allowed to warm to room temperature and then stirred overnight. EtOAc (300 mL) was added to the reaction mixture. The reaction mixture was then washed with aqueous ... Reactants: ice water, C(C1=CC=CC=C1)(C1=CC=CC=C1)(C1=CC=CC=C1)NC=1SC=C(N1)/C(/C(=O)O)=N/OC(C1=CC=CC=C1)(C1=CC=CC=C1)C1=CC=CC=C1 (2-(2-tritylaminothiazol-4-yl)-2-(Z)-trityloxyiminoacetic acid), Cl.NC1[C@@H]2N(C(=C(CS2)C=CC)C(=O)OC(C2=CC=CC=C2)C2=CC=CC=C2)C1=O (diphenylmethyl 7-amino-3-(1-propenyl)-3-cephem-4-carboxylate hydrochloride), C/C(=N\[Si](C)(C)C)/O[Si](C)(C)C (N,O-bis(trimethylsilyl)acetamide), pentachloride. Solvent: ClCCl (dichloromethane), ClCCl (dichloromethane). Reaction conditions: time 20 minute. The product is C(C1=CC=CC=C1)(C1=CC=CC=C1)(C1=CC=CC=C1)NC=1SC=C(N1)/C(/C(=O)NC1[C@@H]2N(C(=C(CS2)\C=C/C)C(=O)OC(C2=CC=CC=C2)C2=CC=CC=C2)C1=O)=N/OC(C1=CC=CC=C1)(C1=CC=CC=C1)C1=CC=CC=C1 (Diphenylmethyl 7-[(Z)-2-(2-Tritylaminothiazol-4-yl)-2-trityloxyiminoacetamido]-3-((Z)-1-propenyl)-3-cephem-4-carboxylate). As a reaction SMILES: [C:1]([NH:20][C:21]1[S:22][CH:23]=[C:24](/[C:26](=[N:30]/[O:31][C:32]([C:45]2[CH:50]=[CH:49][CH:48]=[CH:47][CH:46]=2)([C:39]2[CH:44]=[CH:43][CH:42]=[CH:41][CH:40]=2)[C:33]2[CH:38]=[CH:37][CH:36]=[CH:35][CH:34]=2)/[C:27](O)=[O:28])[N:25]=1)([C:14]1[CH:19]=[CH:18][CH:17]=[CH:16][CH:15]=1)([C:8]1[CH:13]=[CH:12][CH:11]=[CH:10][CH:9]=1)[C:2]1[CH:7]=[CH:6][CH:5]=[CH:4][CH:3]=1.Cl.[NH2:52][CH:53]1[C:79](=[O:80])[N:55]2[C:56]([C:63]([O:65][CH:66]([C:73]3[CH:78]=[CH:77][CH:76]=[CH:75][CH:74]=3)[C:67]3[CH:72]=[CH:71][CH:70]=[CH:69][CH:68]=3)=[O:64])=[C:57]([CH:60]=[CH:61][CH3:62])[CH2:58][S:59][C@H:54]12.C/C(/O[Si](C)(C)C)=N\[Si](C)(C)C>ClCCl>[C:1]([NH:20][C:21]1[S:22][CH:23]=[C:24](/[C:26](=[N:30]/[O:31][C:32]([C:45]2[CH:50]=[CH:49][CH:48]=[CH:47][CH:46]=2)([C:39]2[CH:40]=[CH:41][CH:42]=[CH:43][CH:44]=2)[C:33]2[CH:34]=[CH:35][CH:36]=[CH:37][CH:38]=2)/[C:27]([NH:52][CH:53]2[C:79](=[O:80])[N:55]3[C:56]([C:63]([O:65][CH:66]([C:67]4[CH:68]=[CH:69][CH:70]=[CH:71][CH:72]=4)[C:73]4[CH:74]=[CH:75][CH:76]=[CH:77][CH:78]=4)=[O:64])=[C:57](/[CH:60]=[CH:61]\[CH3:62])[CH2:58][S:59][C@H:54]23)=[O:28])[N:25]=1)([C:14]1[CH:15]=[CH:16][CH:17]=[CH:18][CH:19]=1)([C:2]1[CH:3]=[CH:4][CH:5]=[CH:6][CH:7]=1)[C:8]1[CH:13]=[CH:12][CH:11]=[CH:10][CH:9]=1 |f:1.2|. Reported procedure: To a mixture of 2-(2-tritylaminothiazol-4-yl)-2-(Z)-trityloxyiminoacetic acid (873 mg, 1.30 m moles) and dichloromethane (5 ml) was added phsophorous pentachloride (297 ng, 1.43 m moles) at -5° C. The mixture was allowed to stand for 20 min at the same temperature and added dropwise to a solution of diphenylmethyl 7-amino-3-(1-propenyl)-3-cephem-4-carboxylate hydrochloride (443 mg, 1 m mole) and N,O-bis(trimethylsilyl)acetamide (0.74 ml, 4.4 m moles) in dichloromethane (5 ml) at -5° C. The react... The reactants are CCOC(=O)OCC, [Li]CCCC, Cc1cc(OCCN2CCOCC2)ccc1C(=O)O, CC(=O)O, CC(C)[N-]C(C)C, CC(C)NC(C)C, [Li+], C1CCOC1. Yields the product CCOC(=O)Cc1cc(OCCN2CCOCC2)ccc1C(=O)O. RXN SMILES: [CH2:20]([CH3:21])[O:22][C:23]([O:24][CH2:26][CH3:27])=[O:25].[CH2:43]([Li:44])[CH2:45][CH2:46][CH3:47].[CH3:1][c:2]1[c:3]([C:4](=[O:5])[OH:6])[cH:7][cH:8][c:9]([O:11][CH2:12][CH2:13][N:14]2[CH2:15][CH2:16][O:17][CH2:18][CH2:19]2)[cH:10]1.[CH3:48][C:49](=[O:50])[OH:51].[CH:28]([N-:29][CH:30]([CH3:31])[CH3:32])([CH3:33])[CH3:34].[CH:36]([NH:37][CH:38]([CH3:39])[CH3:40])([CH3:41])[CH3:42].[Li+:35].[O:52]1[CH2:53][CH2:54][CH2:55][CH2:56]1>>[CH2:1]([c:2]1[c:3]([C:4](=[O:5])[OH:6])[cH:7][cH:8][c:9]([O:11][CH2:12][CH2:13][N:14]2[CH2:15][CH2:16][O:17][CH2:18][CH2:19]2)[cH:10]1)[C:23]([O:22][CH2:20][CH3:21])=[O:24]. The reactants are C1(CCCCC1)P(=O)([C@H]1C[C@H](NC1)CP(=O)(C1=CC=CC=C1)C1=CC=CC=C1)C1CCCCC1 ((2S,4S)-4-dicyclohexylphosphinyl-2-diphenylphosphinylmethylpyrrolidine), CN=C=O (methyl isocyanate). Isolated yield 96.0%. The solvent is C(Cl)Cl (methylene chloride). Procedure details: Using 300 mg (0.60 m-mol) of (2S,4S)-4-dicyclohexylphosphinyl-2-diphenylphosphinylmethylpyrrolidine, the reaction and after-treatment were carried out in the same manner as described in Example 2(b) to obtain CPM. This CPM was dissolved in 8 ml of methylene chloride and 38 mg (0.66 m-mol) of methyl isocyanate was slowly added dropwise to the solution under ice-cooling. The mixture was stirred in a stream of argon for 2 hours at room temperature. The reaction liquid was concentrated at a lower te... Reaction SMILES: [CH:1]1([P:7]([CH:29]2[CH2:34][CH2:33][CH2:32][CH2:31][CH2:30]2)([C@@H:9]2[CH2:13][NH:12][C@H:11]([CH2:14][P:15]([C:23]3[CH:28]=[CH:27][CH:26]=[CH:25][CH:24]=3)([C:17]3[CH:22]=[CH:21][CH:20]=[CH:19][CH:18]=3)=O)[CH2:10]2)=O)[CH2:6][CH2:5][CH2:4][CH2:3][CH2:2]1.[CH3:35][N:36]=[C:37]=[O:38]>C(Cl)Cl>[CH3:35][NH:36][C:37]([N:12]1[CH2:13][C@@H:9]([P:7]([CH:29]2[CH2:34][CH2:33][CH2:32][CH2:31][CH2:30]2)[CH:1]2[CH2:6][CH2:5][CH2:4][CH2:3][CH2:2]2)[CH2:10][C@H:11]1[CH2:14][P:15]([C:23]1[CH:28]=[CH:27][CH:26]=[CH:25][CH:24]=1)[C:17]1[CH:22]=[CH:21][CH:20]=[CH:19][CH:18]=1)=[O:38]. Reaction conditions: time 2 hour. Yields the product CNC(=O)N1[C@@H](C[C@@H](C1)P(C1CCCCC1)C1CCCCC1)CP(C1=CC=CC=C1)C1=CC=CC=C1 ((2S,4S)-N-methylcarbamoyl-4-dicyclohexylphosphino-2-diphenylphosphinomethylpyrrolidine). The reactants are C(=O)([O-])[O-].[Na+].[Na+] (Na2CO3), Cl (HCl), C(C)(C)(C)OC(=O)N1CCC(CC1)(C=1SC=CC1)N(C)C (tert-butyloxycarbonyl-4-(dimethylamino)-4-(thiophen-2-yl)piperidine), O (water). Solvent: C(Cl)(Cl)Cl (chloroform). The product is Cl.Cl.CN(C1(CCNCC1)C=1SC=CC1)C (N,N-Dimethyl-4-(thiophen-2-yl)piperidin-4-amine bishydrochloride). Yield: 89.0%. As a reaction SMILES: [ClH:1].C(OC([N:9]1[CH2:14][CH2:13][C:12]([N:20]([CH3:22])[CH3:21])([C:15]2[S:16][CH:17]=[CH:18][CH:19]=2)[CH2:11][CH2:10]1)=O)(C)(C)C.O.C([O-])([O-])=O.[Na+].[Na+]>C(Cl)(Cl)Cl>[ClH:1].[ClH:1].[CH3:21][N:20]([CH3:22])[C:12]1([C:15]2[S:16][CH:17]=[CH:18][CH:19]=2)[CH2:13][CH2:14][NH:9][CH2:10][CH2:11]1 |f:3.4.5,7.8.9|. Procedure details: HCl gas was passed through a solution of 10 g (1 eq.) tert-butyloxycarbonyl-4-(dimethylamino)-4-(thiophen-2-yl)piperidine in chloroform at 0° C. for ±1 h. Once the conversion was complete, 200 ml water were added to the reaction mixture, it was adjusted to a pH of ˜8 with Na2CO3 and then extracted with 15% IPA/CHCl3. The combined organic phases were dried over Na2SO4. Following removal of the solvent under reduced pressure, 6 g (89%) of product were obtained in the form of a white solid. Starting materials: C(C)(C)OC1=C(C=C(C=C1)C(=O)N1CCC2(CC1)CNC(CO2)C2=CC=CC=C2)OC ((4-isopropoxy-3-methoxy-phenyl)-(9-phenyl-11-oxa-3,8-diazaspiro[5.5]undecan-3-yl)methanone), C(=O)(O)[O-].[Na+] (NaHCO3), FC(S(=O)(=O)OCC(F)F)(F)F (2,2-difluoroethyl trifluoromethanesulfonate). Solvent: C(C)O (ethanol). Conditions: temperature 80 celsius. Yields the product FC(CN1CC2(CCN(CC2)C(=O)C2=CC(=C(C=C2)OC(C)C)OC)OCC1C1=CC=CC=C1)F ([8-(2,2-difluoroethyl)-9-phenyl-11-oxa-3,8-diazaspiro[5.5]undecan-3-yl]-(4-isopropoxy-3-methoxy-phenyl)methanone). Isolated yield 25.6%. RXN SMILES: [CH:1]([O:4][C:5]1[CH:10]=[CH:9][C:8]([C:11]([N:13]2[CH2:18][CH2:17][C:16]3([O:23][CH2:22][CH:21]([C:24]4[CH:29]=[CH:28][CH:27]=[CH:26][CH:25]=4)[NH:20][CH2:19]3)[CH2:15][CH2:14]2)=[O:12])=[CH:7][C:6]=1[O:30][CH3:31])([CH3:3])[CH3:2].C([O-])(O)=O.[Na+].FC(F)(F)S(O[CH2:43][CH:44]([F:46])[F:45])(=O)=O>C(O)C>[F:45][CH:44]([F:46])[CH2:43][N:20]1[CH:21]([C:24]2[CH:29]=[CH:28][CH:27]=[CH:26][CH:25]=2)[CH2:22][O:23][C:16]2([CH2:15][CH2:14][N:13]([C:11]([C:8]3[CH:9]=[CH:10][C:5]([O:4][CH:1]([CH3:3])[CH3:2])=[C:6]([O:30][CH3:31])[CH:7]=3)=[O:12])[CH2:18][CH2:17]2)[CH2:19]1 |f:1.2|. Procedure details: To a solution of (4-isopropoxy-3-methoxy-phenyl)-(9-phenyl-11-oxa-3,8-diazaspiro[5.5]undecan-3-yl)methanone (15 mg, 0.04 mmol) in ethanol (375 μL) was added NaHCO3 (12 mg, 0.14 mmol), followed by the addition of 2,2-difluoroethyl trifluoromethanesulfonate (11 mg, 0.05 mmol). The reaction mixture was heated at 80° C. for 16 hours. The reaction mixture was filtered and purified by Waters mass directed LC/MS: (1-99% ACN/H2O (5 mM HCl) to obtain [8-(2,2-difluoroethyl)-9-phenyl-11-oxa-3,8-diazaspiro[...